Dataset: the Open Reaction Database (ORD), a public repository of structured organic reaction records. Task: describe an organic reaction: reactants, conditions, products, and yield The reactants are FC1=CC=C(C=C1)C1C(NN=CC1C1=CC=C(C=C1)S(=O)(=O)C)=O (4-(4-Fluorophenyl)-5-[4-(methylsulfonyl)phenyl]-4,5-dihydro-3(2H)-pyridazinone), BrBr (Bromine). Run in C(C)(=O)O (acetic acid). Reaction conditions: temperature 95 celsius, time 20 minute. Yields the product FC1=CC=C(C=C1)C=1C(NN=CC1C1=CC=C(C=C1)S(=O)(=O)C)=O (4-(4-Fluorophenyl)-5-[4-(methylsulfonyl)phenyl]-3(2H)-pyridazinone). RXN SMILES: [F:1][C:2]1[CH:7]=[CH:6][C:5]([CH:8]2[CH:13]([C:14]3[CH:19]=[CH:18][C:17]([S:20]([CH3:23])(=[O:22])=[O:21])=[CH:16][CH:15]=3)[CH:12]=[N:11][NH:10][C:9]2=[O:24])=[CH:4][CH:3]=1.BrBr>C(O)(=O)C>[F:1][C:2]1[CH:7]=[CH:6][C:5]([C:8]2[C:9](=[O:24])[NH:10][N:11]=[CH:12][C:13]=2[C:14]2[CH:19]=[CH:18][C:17]([S:20]([CH3:23])(=[O:22])=[O:21])=[CH:16][CH:15]=2)=[CH:4][CH:3]=1. Procedure: The dihydropyridazinone product from Example 18 (47 mg, 0.136 mmol) was dissolved in acetic acid (25 mL). Bromine (0.025 mL, 0.16 mmol) was added to the solution and the reaction mixture was stirred at 95° C. for 20 minutes. The reaction mixture was concentrated under reduced pressure. The residue was partitioned between ethyl acetate and water. The organic layer was washed with brine, dried over MgSO4 and filtered. The filtrate was concentrated under reduced pressure to provide a solid which wa...